Dataset: the Open Reaction Database (ORD), a public repository of structured organic reaction records. Task: describe an organic reaction: reactants, conditions, products, and yield The reactants are O (water), FC(CO)(C(F)F)F (2,2,3,3-tetrafluoropropanol), [H-].[Na+] (NaH), FC1=C(C=CC(=C1)F)[C@]([C@@H](C)N1C=NC2=CC(=CC=C2C1=O)F)(CN1N=CN=C1)O ((1R,2R)-3-[2-(2,4-difluorophenyl)-2-hydroxy-1-methyl-3-(1H-1,2,4triazol-1-yl)propyl]-7-fluoroquinazolin-4(3H)-one). Solvent: CCOC(=O)C (EtOAc), CN1CCCC1=O (NMP). Run at temperature 120 celsius, time 8 hour. Product: FC1=C(C=CC(=C1)F)[C@]([C@@H](C)N1C=NC2=CC(=CC=C2C1=O)OCC(C(F)F)(F)F)(CN1N=CN=C1)O ((1R,2R)-3-[2-(2,4-Difluorophenyl)-2-hydroxy-1-methyl-3-(1H-1,2,4-triazol-1-yl)propyl]-7-(2,2,3,3-tetrafluoropropoxy)quinazolin-4(3H)-one). Yield: 39.5%. Reaction SMILES: [F:1][C:2]([F:8])([CH:5]([F:7])[F:6])[CH2:3][OH:4].[H-].[Na+].[F:11][C:12]1[CH:17]=[C:16]([F:18])[CH:15]=[CH:14][C:13]=1[C@@:19]([OH:40])([CH2:34][N:35]1[CH:39]=[N:38][CH:37]=[N:36]1)[C@H:20]([N:22]1[C:31](=[O:32])[C:30]2[C:25](=[CH:26][C:27](F)=[CH:28][CH:29]=2)[N:24]=[CH:23]1)[CH3:21].O>CN1C(=O)CCC1.CCOC(C)=O>[F:11][C:12]1[CH:17]=[C:16]([F:18])[CH:15]=[CH:14][C:13]=1[C@@:19]([OH:40])([CH2:34][N:35]1[CH:39]=[N:38][CH:37]=[N:36]1)[C@H:20]([N:22]1[C:31](=[O:32])[C:30]2[C:25](=[CH:26][C:27]([O:4][CH2:3][C:2]([F:8])([F:1])[CH:5]([F:7])[F:6])=[CH:28][CH:29]=2)[N:24]=[CH:23]1)[CH3:21] |f:1.2|. Procedure: A solution of 2,2,3,3-tetrafluoropropanol (381 mg, 2.9 mmol) in anhydrous NMP (10 mL) was treated with NaH (55% in hexane, 126 mg, 2.9 mmol) for 10 min at room temperature. Once H2 ceased to evolve, (1R,2R)-3-[2-(2,4-difluorophenyl)-2-hydroxy-1-methyl-3-(1H-1,2,4triazol-1-yl)propyl]-7-fluoroquinazolin-4(3H)-one (400 mg, 0.96 mmol, obtained in example 12) was added and the mixture was stirred at 120° C. overnight. Once the reaction was completed, water and EtOAc were added. The aqueous phase was ... Starting materials: C(C=C)(=O)OCCCCCC(C)C (isooctyl acrylate), C(=C)N1C(CCC1)=O (N-vinyl-2-pyrrolidone), 1020. Run in CO (methanol), C(C)(=O)OCC (ethyl acetate), C(C)(=O)OCC (ethyl acetate), CO (methanol). Conditions: temperature 60 celsius, time 24 hour. Yields the product C(C=C)(=O)OCCCCCC(C)C.C(=C)N1C(CCC1)=O (Isooctyl Acrylate N-Vinyl-2-pyrrolidone). RXN SMILES: [C:1]([O:5][CH2:6][CH2:7][CH2:8][CH2:9][CH2:10][CH:11]([CH3:13])[CH3:12])(=[O:4])[CH:2]=[CH2:3].[CH:14]([N:16]1[CH2:20][CH2:19][CH2:18][C:17]1=[O:21])=[CH2:15]>C(OCC)(=O)C.CO>[C:1]([O:5][CH2:6][CH2:7][CH2:8][CH2:9][CH2:10][CH:11]([CH3:13])[CH3:12])(=[O:4])[CH:2]=[CH2:3].[CH:14]([N:16]1[CH2:20][CH2:19][CH2:18][C:17]1=[O:21])=[CH2:15] |f:4.5|. Procedure details: A flask equipped with an agitator, condenser, nitrogen inlet tube and an addition funnel was charged with isooctyl acrylate (134.75 g), N-vinyl-2-pyrrolidone (35.0 g) and Elvacite™ 1020 (5.25 g) premixed in a mixture of ethyl acetate (236.25 g) and methanol (26.25 g). The mixture was heated to 60° C. with medium agitation and purged with nitrogen to remove oxygen. 2,2'-Azobis-(2-methyl-butyronitrile) (0.26 g, Wako™ V-59) was added to initiate reaction. The reaction temperature was maintained at ... The reactants are CC(=CCC/C(=C/CC/C(=C/C=O)/C)/C)C (Farnesal), C(CCC)[Li] (n-Butyllithium), solution, CP(OC)(OC)=O (dimethyl methylphosphonate), C([O-])(O)=O.[Na+] (sodium bicarbonate). Solvent: C1CCOC1 (THF), hexanes, C1CCOC1 (THF). Conditions: time 20 minute. The product is OC(CP(OC)(OC)=O)\C=C(\CC\C=C(\CCC=C(C)C)/C)/C (Dimethyl [2-hydroxy-(E,E)-4,8,12-trimethyl-3,7,11-tridecatrienyl]phosphonate). RXN SMILES: C([Li])CCC.[CH3:6][P:7](=[O:12])([O:10][CH3:11])[O:8][CH3:9].[CH3:13][C:14]([CH3:28])=[CH:15][CH2:16][CH2:17]/[C:18](/[CH3:27])=[CH:19]/[CH2:20][CH2:21]/[C:22](/[CH3:26])=[CH:23]/[CH:24]=[O:25].C(=O)(O)[O-].[Na+]>C1COCC1>[OH:25][CH:24](/[CH:23]=[C:22](\[CH3:26])/[CH2:21][CH2:20]/[CH:19]=[C:18](\[CH3:27])/[CH2:17][CH2:16][CH:15]=[C:14]([CH3:28])[CH3:13])[CH2:6][P:7](=[O:12])([O:10][CH3:11])[O:8][CH3:9] |f:3.4|. Procedure details: n-Butyllithium (0.698 ml of a 2.5M solution in hexanes, 1.75 mmol) was added to a stirred solution of dimethyl methylphosphonate (0.189 ml, 1.75 mmol) in THF (4 ml), under argon at -78° C. The resulting colorless solution was stirred at this temperature for 20 min. Farnesal (350 mg, 1.59 mmol) in THF (4 ml) was added over 5 min and the resulting mixture stirred a further 30 min and then treated with saturated sodium bicarbonate solution (5 ml) and allowed to warm to r.t. The THF was evaporated i...